From a dataset of the Open Reaction Database (ORD), a public repository of structured organic reaction records. describe an organic reaction: reactants, conditions, products, and yield Starting materials: CC(N)COc1ccc(C#N)cc1, CCC(C)C(NC(=O)OC(C)(C)C)C(=O)O, ClCCl, CN1CCCCC1, CC(C)COC(=O)Cl, O. The product is CCC(C)C(NC(=O)OC(C)(C)C)C(=O)NC(C)COc1ccc(C#N)cc1. Reaction SMILES: [C:32](#[N:33])[c:34]1[cH:35][cH:36][c:37]([O:38][CH2:39][CH:40]([CH3:41])[NH2:42])[cH:43][cH:44]1.[C:8]([CH3:9])([CH3:10])([CH3:11])[O:12][C:13](=[O:14])[NH:15][CH:16]([CH:17]([CH3:18])[CH2:19][CH3:20])[C:21](=[O:22])[OH:23].[CH2:45]([Cl:46])[Cl:47].[CH3:1][N:2]1[CH2:3][CH2:4][CH2:5][CH2:6][CH2:7]1.[Cl:24][C:25]([O:26][CH2:27][CH:28]([CH3:29])[CH3:30])=[O:31].[OH2:48]>>[C:8]([CH3:9])([CH3:10])([CH3:11])[O:12][C:13](=[O:14])[NH:15][CH:16]([CH:17]([CH3:18])[CH2:19][CH3:20])[C:21](=[O:23])[NH:42][CH:40]([CH2:39][O:38][c:37]1[cH:36][cH:35][c:34]([C:32]#[N:33])[cH:44][cH:43]1)[CH3:41]. Reactants: C=C1CC(=O)O1 (diketene), ClCC(CC(=O)Cl)=O (4-chloroacetoacetyl chloride), CS(=O)(=O)C(C)O (methylsulfonylethanol), ClCl (chlorine), ClCC(CC(=O)Cl)=O (4-chloroacetoacetyl chloride). The solvent is C(Cl)Cl (methylene chloride), C(Cl)Cl (methylene chloride), N1=CC=CC=C1 (pyridine), O (water), C(Cl)Cl (methylene chloride), C(Cl)Cl (methylene chloride), C(Cl)Cl (methylene chloride). Reaction conditions: temperature -35 celsius, time 30 minute. Yields the product ClCC(CC(=O)OCCS(=O)(=O)C)=O (methylsulfonylethyl 4-chloroacetoacetate). The yield is 80.0%. Reaction SMILES: [CH2:1]=[C:2]1[O:6][C:4](=[O:5])[CH2:3]1.ClCl.[Cl:9][CH2:10][C:11](=[O:16])CC(Cl)=O.[CH3:17][S:18](C(O)C)(=[O:20])=[O:19]>C(Cl)Cl.O.N1C=CC=CC=1>[Cl:9][CH2:10][C:11](=[O:16])[CH2:3][C:4]([O:6][CH2:2][CH2:1][S:18]([CH3:17])(=[O:20])=[O:19])=[O:5]. Procedure: In 260 ml of methylene chloride was dissolved 87.9 g (1.407 moles) of diketene. The solution was cooled to -35° C. and 74.2 g (1.045 moles) of chlorine gas was bubbled into the solution at -35° to -30° C. for about 2 hours to prepare a methylene chloride solution of 4-chloroacetoacetyl chloride. Separately, 100 g (0.805 mole) of methylsulfonylethanol was dissolved in 130 ml of methylene chloride followed by addition of 63.7 g of pyridine. To this solution was added the above methylene chloride s...